From a dataset of the Open Reaction Database (ORD), a public repository of structured organic reaction records. describe an organic reaction: reactants, conditions, products, and yield Starting materials: CCOC(C)=O, ClCCl, O=[Cr](=O)([O-])Cl, CC(O)c1cccc(S(=O)(=O)C[N+](=O)[O-])c1, c1cc[nH+]cc1. RXN SMILES: [CH3:28][CH2:29][O:30][C:31](=[O:32])[CH3:33].[Cl:34][CH2:35][Cl:36].[O:17]=[Cr:18]([Cl:19])([O-:20])=[O:21].[OH:1][CH:2]([CH3:3])[c:4]1[cH:5][c:6]([S:10](=[O:11])(=[O:12])[CH2:13][N+:14](=[O:15])[O-:16])[cH:7][cH:8][cH:9]1.[nH+:22]1[cH:23][cH:24][cH:25][cH:26][cH:27]1>>[O:1]=[C:2]([CH3:3])[c:4]1[cH:5][c:6]([S:10](=[O:11])(=[O:12])[CH2:13][N+:14](=[O:15])[O-:16])[cH:7][cH:8][cH:9]1. Product: CC(=O)c1cccc(S(=O)(=O)C[N+](=O)[O-])c1. Starting materials: O=C1CCC1, CNC(=O)c1ccc(Oc2ccc3c(c2)CCNCC3)c(C)c1. The product is CNC(=O)c1ccc(Oc2ccc3c(c2)CCN(C2CCC2)CC3)c(C)c1. Reaction SMILES: [C:24]1(=[O:28])[CH2:25][CH2:26][CH2:27]1.[CH3:1][NH:2][C:3]([c:4]1[cH:5][c:6]([CH3:22])[c:7]([O:10][c:11]2[cH:12][c:13]3[c:14]([cH:20][cH:21]2)[CH2:15][CH2:16][NH:17][CH2:18][CH2:19]3)[cH:8][cH:9]1)=[O:23]>>[CH3:1][NH:2][C:3]([c:4]1[cH:5][c:6]([CH3:22])[c:7]([O:10][c:11]2[cH:12][c:13]3[c:14]([cH:20][cH:21]2)[CH2:15][CH2:16][N:17]([CH:24]2[CH2:25][CH2:26][CH2:27]2)[CH2:18][CH2:19]3)[cH:8][cH:9]1)=[O:23].